From a dataset of the Open Reaction Database (ORD), a public repository of structured organic reaction records. describe an organic reaction: reactants, conditions, products, and yield Starting materials: Cl.NC([C@H](C1=CC=CC=C1)NC(CC(=O)NC1=CC(=C(C=C1)OC1=CC(=NC=C1)N)F)=O)=O ((S)—N1-(2-amino-2-oxo-1-phenylethyl)-N3-(4-(2-aminopyridin-4-yloxy)-3-fluorophenyl)malonamide, hydrochloride salt), Cl.NC([C@H](C1=CC=CC=C1)NC(CC(=O)NC1=CC(=C(C=C1)OC1=CC(=NC=C1)N)F)=O)=O ((S)—N1-(2-amino-2-oxo-1-phenylethyl)-N3-(4-(2-aminopyridin-4-yloxy)-3-fluorophenyl)malonamide, hydrochloride salt), C1(CCCC1)N (cyclopentanamine). Product: Cl.NC1=NC=CC(=C1)OC1=C(C=C(C=C1)NC(CC(=O)NC1CCCC1)=O)F (N1-(4-(2-aminopyridin-4-yloxy)-3-fluorophenyl)-N3-cyclopentylmalonamide, hydrochloride salt). Isolated yield 44.0%. RXN SMILES: [ClH:1].NC(=O)[C@@H:4]([NH:11][C:12](=[O:32])[CH2:13][C:14]([NH:16][C:17]1[CH:22]=[CH:21][C:20]([O:23][C:24]2[CH:29]=[CH:28][N:27]=[C:26]([NH2:30])[CH:25]=2)=[C:19]([F:31])[CH:18]=1)=[O:15])[C:5]1C=C[CH:8]=[CH:7][CH:6]=1.C1(N)CCCC1>>[ClH:1].[NH2:30][C:26]1[CH:25]=[C:24]([O:23][C:20]2[CH:21]=[CH:22][C:17]([NH:16][C:14](=[O:15])[CH2:13][C:12]([NH:11][CH:4]3[CH2:5][CH2:6][CH2:7][CH2:8]3)=[O:32])=[CH:18][C:19]=2[F:31])[CH:29]=[CH:28][N:27]=1 |f:0.1,3.4|. Procedure: 3-(4-(2-Aminopyridin-4-yloxy)-3-fluorophenylamino)-3-oxopropanoic acid (Compound C of Example 102, 30 mg, 0.10 mmol) was coupled with cyclopentanamine (Aldrich, 17 mg, 0.2 mmol) in a manner similar to that which is described in Step C of Example 1 to give N1-(4-(2-aminopyridin-4-yloxy)-3-fluorophenyl)-N3-cyclopentylmalonamide, hydrochloride salt (18 mg, 44% yield). 1H NMR (DMSO-d6) δ 13.34 (s, 1H), 10.66 (s, 1H), 8.15 (d, 1H, J=7.0 Hz), 7.96 (d, 1H, J=7.0 Hz), 7.77-7.88 (m, 3H), 7.42 (m, 2H), 6.... Starting materials: ClC1=C(C#N)C=CC(=C1C=O)F (2-chloro-4-fluoro-3-formylbenzonitrile), Cl.O[NH3+] (hydroxyammonium hydrochloride), O (water), S(=O)(Cl)Cl (thionyl chloride). Solvent: CN1C(CCC1)=O (1-methyl-2-pyrrolidone). Reaction conditions: temperature 100 celsius, time 1 hour. Yields the product ClC1=C(C#N)C=CC(=C1C#N)F (2-chloro-4-fluoroisophthalonitrile). Yield: 85.7%. RXN SMILES: [Cl:1][C:2]1[C:9]([CH:10]=O)=[C:8]([F:12])[CH:7]=[CH:6][C:3]=1[C:4]#[N:5].Cl.O[NH3+:15].S(Cl)(Cl)=O.O>CN1CCCC1=O>[Cl:1][C:2]1[C:9]([C:10]#[N:15])=[C:8]([F:12])[CH:7]=[CH:6][C:3]=1[C:4]#[N:5] |f:1.2|. Reported procedure: To a solution of 2-chloro-4-fluoro-3-formylbenzonitrile (597 mg) in 1-methyl-2-pyrrolidone (10 mL) was added hydroxyammonium hydrochloride (310 mg), and the mixture was stirred at 100° C. for 1 hr. The reaction mixture was ice-cooled at 0° C., and thionyl chloride (0.735 mL) was added dropwise thereto. The mixture was stirred at the same temperature for 30 min, water was added to the mixture and the mixture was extracted with ethyl acetate. The extract was washed with saturated brine, dried over... The reactants are BrC1=CC=C(C=C1)Br (1,4-dibromobenzene), palladium tetrakis-triphenylphosphine, C(CCC)[Sn](C=1OC=CC1)(CCCC)CCCC (2-tributylstannylfuran). Solvent: O (water). Reaction conditions: temperature 100 celsius. Product: O1C(=CC=C1)C1=CC=C(C=C1)C=1OC=CC1 (2-(4-Furan-2-yl-phenyl)-furan). The yield is 91.0%. Reaction SMILES: Br[C:2]1[CH:7]=[CH:6][C:5](Br)=[CH:4][CH:3]=1.C([Sn](CCCC)(CCCC)[C:14]1[O:15][CH:16]=[CH:17][CH:18]=1)CCC>O>[O:15]1[CH:16]=[CH:17][CH:18]=[C:14]1[C:2]1[CH:7]=[CH:6][C:5]([C:16]2[O:15][CH:14]=[CH:18][CH:17]=2)=[CH:4][CH:3]=1. Procedure: To a stirred solution of 1,4-dibromobenzene (5 mmol) was added palladium tetrakis-triphenylphosphine (400 mg). The reaction mixture was kept stirring for 15 min after which 2-tributylstannylfuran (10 mmol) was added and the reaction mixture was refluxed at 100° C. for 24 h. The solvent was then evaporated to dryness to give a dark brown residue that was suspended in water and extracted with CH2Cl2. The organic layer was passed over hyflo, dried (Na2SO4) and evaporated to dryness under reduced pr... The reactants are C(C)(C)C1=NC(=C(C(=C1CO)C1=CC=C(C=C1)F)CCCCC)C(C)C (2,6-diisopropyl-3-hydroxymethyl-4-(4fluorophenyl)-5-pentylpyridine), C(Cl)Cl.CCCCCC (CH2Cl2 hexane). The product is C(C)(C)C1=NC(=C(C(=C1C(C)O)C1=CC=C(C=C1)F)CCCCC)C(C)C ((±)-2,6-Diisopropyl-3-(1-hydroxyethyl)-4-(4-fluorophenyl)-5-pentyl-pyridine). As a reaction SMILES: [CH:1]([C:4]1[C:9]([CH2:10][OH:11])=[C:8]([C:12]2[CH:17]=[CH:16][C:15]([F:18])=[CH:14][CH:13]=2)[C:7]([CH2:19][CH2:20][CH2:21][CH2:22][CH3:23])=[C:6]([CH:24]([CH3:26])[CH3:25])[N:5]=1)([CH3:3])[CH3:2].[CH2:27](Cl)Cl.CCCCCC>>[CH:1]([C:4]1[C:9]([CH:10]([OH:11])[CH3:27])=[C:8]([C:12]2[CH:13]=[CH:14][C:15]([F:18])=[CH:16][CH:17]=2)[C:7]([CH2:19][CH2:20][CH2:21][CH2:22][CH3:23])=[C:6]([CH:24]([CH3:25])[CH3:26])[N:5]=1)([CH3:3])[CH3:2] |f:1.2|. Procedure details: The title compound was prepared from 2,6-diisopropyl-3-hydroxymethyl-4-(4fluorophenyl)-5-pentylpyridine (Example 1) according to the procedures described in Example 101. 1H NMR (300 MHz, CDCl3): δ 7.10 (m, 4 H), 4.65 (dq, J=2.8, 6.6 Hz, 1 H), 3.75 (septet, J=6.6 Hz, 1 H), 3.20 (septet, J=6.6 Hz, 1 H), 2.19 (t, J =8.1 Hz, 2 H), 1.63 (d, J=2.6 Hz, 1 H), 1.40 (d, J=7.0 Hz, 3 H), 1.31 (m, 14 H), 1.11 (m, 4 H), 0.79 (t, J=6.6 Hz, 3 H). FAB-MS: calcd for (C24H34FNO) 371, found 372 (M+H). Anal. Calcd f... Starting materials: NC1=CC=C(OC2CCN(CC2)C(=O)OC(C)(C)C)C=C1 (tert-butyl 4-(4-aminophenoxy)piperidine-1-carboxylate), C(C(C)C)N1N=CC(=C1)C1=CC=C(O1)C(=O)O (5-(1-isobutyl-1H-pyrazol-4-yl)furan-2-carboxylic acid), C(C1=CC=CC=C1)OC(=O)N1CC(C1)C(=O)O (1-(benzyloxycarbonyl)azetidine-3-carboxylic acid). Product: C(C(C)C)N1N=CC(=C1)C1=CC=C(O1)C(=O)N[C@@H]1CN(CC1)C(=O)OC(C)(C)C ((S)-tert-butyl 3-(5-(1-isobutyl-1H-pyrazol-4-yl)furan-2-carboxamido)pyrrolidine-1-carboxylate). RXN SMILES: NC1C=CC(O[CH:7]2[CH2:12][CH2:11][N:10]([C:13]([O:15][C:16]([CH3:19])([CH3:18])[CH3:17])=[O:14])[CH2:9]C2)=CC=1.[CH2:22]([N:26]1[CH:30]=[C:29]([C:31]2[O:35][C:34]([C:36]([OH:38])=O)=[CH:33][CH:32]=2)[CH:28]=[N:27]1)[CH:23]([CH3:25])[CH3:24].C(OC([N:49]1CC(C(O)=O)C1)=O)C1C=CC=CC=1>>[CH2:22]([N:26]1[CH:30]=[C:29]([C:31]2[O:35][C:34]([C:36]([NH:49][C@H:7]3[CH2:12][CH2:11][N:10]([C:13]([O:15][C:16]([CH3:17])([CH3:18])[CH3:19])=[O:14])[CH2:9]3)=[O:38])=[CH:33][CH:32]=2)[CH:28]=[N:27]1)[CH:23]([CH3:25])[CH3:24]. Reported procedure: The title compound was prepared as described in Example 1A, substituting (S)-tert-butyl 3-aminopyrrolidine-1-carboxylate for tert-butyl 4-(4-aminophenoxy)piperidine-1-carboxylate and 5-(1-isobutyl-1H-pyrazol-4-yl)furan-2-carboxylic acid for 1-(benzyloxycarbonyl)azetidine-3-carboxylic acid. Starting materials: [BH4-], CCOC(=O)c1cc(-c2c(OC)cc(OC)cc2OC)cc(C(=O)OCC)n1, CCO, Cl, [Na+]. The product is CCOC(=O)c1cc(-c2c(OC)cc(OC)cc2OC)cc(CO)n1. RXN SMILES: [BH4-:29].[CH3:1][O:2][c:3]1[c:4](-[c:13]2[cH:14][c:15]([C:24](=[O:25])[O:26][CH2:27][CH3:28])[n:16][c:17]([C:19](=[O:20])[O:21][CH2:22][CH3:23])[cH:18]2)[c:5]([O:11][CH3:12])[cH:6][c:7]([O:9][CH3:10])[cH:8]1.[CH3:32][CH2:33][OH:34].[ClH:31].[Na+:30]>>[CH3:1][O:2][c:3]1[c:4](-[c:13]2[cH:14][c:15]([C:24](=[O:25])[O:26][CH2:27][CH3:28])[n:16][c:17]([CH2:19][OH:20])[cH:18]2)[c:5]([O:11][CH3:12])[cH:6][c:7]([O:9][CH3:10])[cH:8]1.